From a dataset of the Open Reaction Database (ORD), a public repository of structured organic reaction records. describe an organic reaction: reactants, conditions, products, and yield The reactants are [BH4-], Fc1ccc(Br)cc1C(Cl)c1cc2ccccc2s1, Cc1ccccc1, Cl, [Na+], [Na+], C1COCCO1, [OH-], O. The product is Fc1ccc(Br)cc1Cc1cc2ccccc2s1. Reaction SMILES: [BH4-:20].[Br:1][c:2]1[cH:3][cH:4][c:5]([F:19])[c:6]([CH:8]([c:9]2[s:10][c:11]3[c:12]([cH:13]2)[cH:14][cH:15][cH:16][cH:17]3)[Cl:18])[cH:7]1.[CH3:26][c:27]1[cH:28][cH:29][cH:30][cH:31][cH:32]1.[ClH:24].[Na+:21].[Na+:23].[O:33]1[CH2:34][CH2:35][O:36][CH2:37][CH2:38]1.[OH-:22].[OH2:25]>>[Br:1][c:2]1[cH:3][cH:4][c:5]([F:19])[c:6]([CH2:8][c:9]2[s:10][c:11]3[c:12]([cH:13]2)[cH:14][cH:15][cH:16][cH:17]3)[cH:7]1. Yields the product N1(CCCC1)CC1CC2(OCCO2)CCN1 (7-(1-Pyrrolidinylmethyl)-1,4-dioxa-8-azaspiro[4.5]decane). Yield: 42.8%. Starting materials: O1CCOC12CC(NCC2)C(=O)N2CCCC2 (1-[(1,4-Dioxa-8-azaspiro[4.5]dec-7-yl)carbonyl]pyrrolidine), [H-].[Al+3].[Li+].[H-].[H-].[H-] (lithium aluminium hydride), O (water), [OH-].[Na+] (sodium hydroxide), O (water). As a reaction SMILES: [O:1]1[C:5]2([CH2:10][CH2:9][NH:8][CH:7]([C:11]([N:13]3[CH2:17][CH2:16][CH2:15][CH2:14]3)=O)[CH2:6]2)[O:4][CH2:3][CH2:2]1.[H-].[Al+3].[Li+].[H-].[H-].[H-].O.[OH-].[Na+]>O1CCCC1.C(Cl)(Cl)Cl>[N:13]1([CH2:11][CH:7]2[NH:8][CH2:9][CH2:10][C:5]3([O:1][CH2:2][CH2:3][O:4]3)[CH2:6]2)[CH2:17][CH2:16][CH2:15][CH2:14]1 |f:1.2.3.4.5.6,8.9|. Procedure: A solution of the product of stage (v) (712 mg) in dry tetrahydrofuran (7.5 ml) was added dropwise to a stirred suspension of lithium aluminium hydride (total of 363 mg) in dry tetrahydrofuran (15 ml) under nitrogen. The mixture was heated under reflux for 19 h, allowed to cool for 1 h and water (5 ml) was cautiously added dropwise. More water (10 ml) and aqueous sodium hydroxide (2N, 5 ml) were then added followed by chloroform (25 ml). The insoluble material was filtered off, washed thoroughly... Solvent: C(Cl)(Cl)Cl (chloroform), O1CCCC1 (tetrahydrofuran), O1CCCC1 (tetrahydrofuran). The reactants are O=C(n1ccnc1)n1ccnc1, COc1cc(N2CCOCC2)ccc1C(=O)O, CN(C)C=O, CN1CCN(c2cccc3c2CC(N)CO3)CC1. Reaction SMILES: [C:1]([n:2]1[cH:3][cH:4][n:5][cH:6]1)([n:7]1[cH:8][cH:9][n:10][cH:11]1)=[O:12].[CH3:13][O:14][c:15]1[c:16]([C:17](=[O:18])[OH:19])[cH:20][cH:21][c:22]([N:24]2[CH2:25][CH2:26][O:27][CH2:28][CH2:29]2)[cH:23]1.[CH3:48][N:49]([CH3:50])[CH:51]=[O:52].[NH2:30][CH:31]1[CH2:32][O:33][c:34]2[c:35]([c:37]([N:41]3[CH2:42][CH2:43][N:44]([CH3:47])[CH2:45][CH2:46]3)[cH:38][cH:39][cH:40]2)[CH2:36]1>>[CH3:13][O:14][c:15]1[c:16]([C:17](=[O:19])[NH:30][CH:31]2[CH2:32][O:33][c:34]3[c:35]([c:37]([N:41]4[CH2:42][CH2:43][N:44]([CH3:47])[CH2:45][CH2:46]4)[cH:38][cH:39][cH:40]3)[CH2:36]2)[cH:20][cH:21][c:22]([N:24]2[CH2:25][CH2:26][O:27][CH2:28][CH2:29]2)[cH:23]1. The product is COc1cc(N2CCOCC2)ccc1C(=O)NC1COc2cccc(N3CCN(C)CC3)c2C1. The reactants are P(=O)([O-])([O-])[O-] (phosphate), CN1CCN(CC1)C(=O)O[C@H]2C3=C(N=CC=N3)C(=O)N2C=4C=CC(=CN4)Cl.C(\C=C/C(=O)[O-])(=O)[O-] (eszopiclone maleate), C(C)(=O)[O-] (acetate), P(=O)(O)(O)[O-].[K+] (potassium dihydrogen phosphate), free base, P(=O)(O)(O)[O-].[K+] (potassium dihydrogen phosphate), [OH-].[Na+] (NaOH), [OH-].[Na+] (NaOH), P(=O)([O-])([O-])[O-] (phosphate), O.O.O.C(C)(=O)[O-].[Na+] (sodium acetate trihydrate), Cl (HCl), Cl (HCl). Run in C(C)(=O)O (acetic acid), O (water), O (water), O (water), O (water), C(C)#N (acetonitrile). Reaction conditions: time 60 minute. Yields the product CN1CCN(CC1)C(=O)O[C@H]2C3=C(N=CC=N3)C(=O)N2C=4C=CC(=CN4)Cl (eszopiclone). RXN SMILES: [CH3:1][N:2]1[CH2:7][CH2:6][N:5]([C:8]([O:10][C@@H:11]2[N:20]([C:21]3[CH:22]=[CH:23][C:24]([Cl:27])=[CH:25][N:26]=3)[C:18](=[O:19])[C:13]3[N:14]=[CH:15][CH:16]=[N:17][C:12]2=3)=[O:9])[CH2:4][CH2:3]1.C([O-])(=O)/C=C\C([O-])=O.Cl.C([O-])(=O)C.O.O.O.C([O-])(=O)C.[Na+].P([O-])([O-])([O-])=O.P([O-])(O)(O)=O.[K+].[OH-].[Na+]>O.C(#N)C.C(O)(=O)C>[CH3:1][N:2]1[CH2:7][CH2:6][N:5]([C:8]([O:10][C@@H:11]2[N:20]([C:21]3[CH:22]=[CH:23][C:24]([Cl:27])=[CH:25][N:26]=3)[C:18](=[O:19])[C:13]3[N:14]=[CH:15][CH:16]=[N:17][C:12]2=3)=[O:9])[CH2:4][CH2:3]1 |f:0.1,4.5.6.7.8,10.11,12.13|. Procedure: Dissolution over time of 3 mg eszopiclone maleate tablets at physiological temperature (37° C.) was tested in dissolution media at various pH values using Hanson Research SR8-Plus Dissolution Apparatus and C-Technologies Fiber Optic UV Probes at 305 nm (excipients subtracted at 410 nm). The dissolution media used were (a) pH 1 0.1N HCl prepared by mixing 50 mL of conc HCl in 6 L of water; (b) pH 4.5 acetate buffer (20 mM) prepared by dissolving 5.88 g of sodium acetate trihydrate in 6 L of water...